From a dataset of the Open Reaction Database (ORD), a public repository of structured organic reaction records. describe an organic reaction: reactants, conditions, products, and yield Yields the product CC(C)(C)[Si](C)(C)OCCc1ccc2cc(Br)ccc2c1. As a reaction SMILES: [Br:1][c:2]1[cH:3][c:4]2[cH:5][cH:6][c:7]([CH2:12][CH2:13][OH:14])[cH:8][c:9]2[cH:10][cH:11]1.[C:20]([CH3:21])([CH3:22])([CH3:23])[Si:24]([CH3:25])([CH3:26])[Cl:27].[CH3:41][N:42]([c:43]1[cH:44][cH:45][n:46][cH:47][cH:48]1)[CH3:49].[Cl:50][CH2:51][Cl:52].[OH:28][C:29]([CH2:30][C:31]([C:32](=[O:33])[OH:34])([CH2:35][C:36](=[O:37])[OH:38])[OH:39])=[O:40].[nH:15]1[cH:16][cH:17][n:18][cH:19]1>>[Br:1][c:2]1[cH:3][c:4]2[cH:5][cH:6][c:7]([CH2:12][CH2:13][O:14][Si:24]([C:20]([CH3:21])([CH3:22])[CH3:23])([CH3:25])[CH3:26])[cH:8][c:9]2[cH:10][cH:11]1. Reactants: OCCc1ccc2cc(Br)ccc2c1, CC(C)(C)[Si](C)(C)Cl, CN(C)c1ccncc1, ClCCl, O=C(O)CC(O)(CC(=O)O)C(=O)O, c1c[nH]cn1. Reactants: C([O-])([O-])=O.[K+].[K+] (potassium carbonate), ClC=1C=C(C=C(C1)Cl)S (3,5-dichlorothiophenol), C([O-])([O-])=O.[K+].[K+] (potassium carbonate), ClC=1C=C(C=C(C1)Cl)S (3,5-dichlorothiophenol), C([O-])([O-])=O.[K+].[K+] (potassium carbonate), ClC=1C=C(C=C(C1)Cl)S (3,5-dichlorothiophenol), ClC1=C(C(=NN1CC1=CC=C(C=C1)OC)C)C(=O)C1=CC=CC=C1 ([5-chloro-1-(4-methoxybenzyl)-3-methyl-1H-pyrazol-4-yl]-phenyl-methanone). Solvent: CN(C=O)C (N,N-dimethylformamide). Reaction conditions: temperature 100 celsius. Product: ClC=1C=C(C=C(C1)Cl)SC1=C(C(=NN1CC1=CC=C(C=C1)OC)C)C(=O)C1=CC=CC=C1 ([5-(3,5-dichlorophenylthio)-1-(4-methoxybenzyl)-3-methyl-1H-pyrazol-4-yl]-phenyl-methanone). Isolated yield 58.1%. RXN SMILES: Cl[C:2]1[N:6]([CH2:7][C:8]2[CH:13]=[CH:12][C:11]([O:14][CH3:15])=[CH:10][CH:9]=2)[N:5]=[C:4]([CH3:16])[C:3]=1[C:17]([C:19]1[CH:24]=[CH:23][CH:22]=[CH:21][CH:20]=1)=[O:18].C(=O)([O-])[O-].[K+].[K+].[Cl:31][C:32]1[CH:33]=[C:34]([SH:39])[CH:35]=[C:36]([Cl:38])[CH:37]=1>CN(C)C=O>[Cl:31][C:32]1[CH:33]=[C:34]([S:39][C:2]2[N:6]([CH2:7][C:8]3[CH:13]=[CH:12][C:11]([O:14][CH3:15])=[CH:10][CH:9]=3)[N:5]=[C:4]([CH3:16])[C:3]=2[C:17]([C:19]2[CH:24]=[CH:23][CH:22]=[CH:21][CH:20]=2)=[O:18])[CH:35]=[C:36]([Cl:38])[CH:37]=1 |f:1.2.3|. Reported procedure: A solution containing 170 mg of [5-chloro-1-(4-methoxybenzyl)-3-methyl-1H-pyrazol-4-yl]-phenyl-methanone in 10 ml of N,N-dimethylformamide was treated with 83 mg of potassium carbonate and 107 mg of 3,5-dichlorothiophenol. The mixture was heated at 100° C. for 4 h. The mixture was treated with a further 83 mg of potassium carbonate and 107 mg of 3,5-dichlorothiophenol. The mixture was then heated at 50° C. for 64 h. The mixture was treated with a further 83 mg of potassium carbonate and 107 mg o...